Dataset: the Open Reaction Database (ORD), a public repository of structured organic reaction records. Task: describe an organic reaction: reactants, conditions, products, and yield Reactants: C(C=C)[C@@H]1[C@@H]([C@H](C(N1CC1=CC=CC=C1)=O)O[Si](C)(C)C(C)(C)C)O[Si](C)(C)C(C)(C)C ((3R*,4S*,5R*)-5-allyl-1-benzyl-3,4-bis(tert-butyldimethylsilyloxy)-2-pyrrolidinone), C([C@@H](O)[C@H](O)C(=O)O)(=O)O (D-tartaric acid), Cl (hydrochloric acid). Solvent: C(C)O (ethanol). Reaction conditions: temperature 50 celsius, time 2 day. Yields the product C(C=C)[C@@H]1[C@@H]([C@H](C(N1CC1=CC=CC=C1)=O)O)O ((3R*,4S*,5R*)-5-allyl-1-benzyl-3,4-dihydroxy-2-pyrrolidinone). Isolated yield 31.8%. Reaction SMILES: [CH2:1]([C@H:4]1[N:8]([CH2:9][C:10]2[CH:15]=[CH:14][CH:13]=[CH:12][CH:11]=2)[C:7](=[O:16])[C@H:6]([O:17][Si](C(C)(C)C)(C)C)[C@H:5]1[O:25][Si](C(C)(C)C)(C)C)[CH:2]=[CH2:3].C(O)(=O)[C@H]([C@@H](C(O)=O)O)O.Cl>C(O)C>[CH2:1]([C@H:4]1[N:8]([CH2:9][C:10]2[CH:11]=[CH:12][CH:13]=[CH:14][CH:15]=2)[C:7](=[O:16])[C@H:6]([OH:17])[C@H:5]1[OH:25])[CH:2]=[CH2:3]. Procedure: A mixture composed of 150 g of (3R*,4S*,5R*)-5-allyl-1-benzyl-3,4-bis(tert-butyldimethylsilyloxy)-2-pyrrolidinone which had been prepared according to the procedure described in J. Org. Chem. 60, 103-108 (1995) by using D-tartaric acid as the starting material, 500 ml of ethanol, and 20 ml of concentrated hydrochloric acid was heated to 50° C. and stirred for 2 days. After the reaction mixture was concentrated under reduced pressure, water was added to the resulting residue. This mixture was was... Starting materials: C1(C=CC(C=C1)=O)=O (benzoquinone), ( a ). Solvent: C1N2C3C4N(C2=O)CN5C6C7N(C5=O)CN8C9C2N(C8=O)CN5C8C%10N(C5=O)CN5C%11C%12N(C5=O)CN5C%13C%14N(C5=O)CN5C%15C(N1C5=O)N1CN3C(=O)N4CN6C(=O)N7CN9C(=O)N2CN8C(=O)N%10CN%11C(=O)N%12CN%13C(=O)N%14CN%15C1=O (cucurbit[7]uril). The product is C1(C=CC(C=C1)=O)=O (benzoquinone), C1(O)=CC=C(O)C=C1 (hydroquinone). RXN SMILES: [C:1]1(=[O:8])[CH:6]=[CH:5][C:4](=[O:7])[CH:3]=[CH:2]1>C1N2C(=O)N3C4N5C(=O)N(CN6C(N7CN8C(N9CN%10C(N%11CN%12C(N%13CN%14C(N%15CN%16C(N(C5)C5N(C3)C(=O)N(C5%16)CN3C(=O)N(C%14C3%15)CN3C(=O)N(C%12C3%13)CN3C(=O)N(C%10C3%11)CN3C(=O)N(C8C39)CN3C(=O)N1C6C37)=O)=O)=O)=O)=O)=O)C42>[C:1]1(=[O:8])[CH:6]=[CH:5][C:4](=[O:7])[CH:3]=[CH:2]1.[C:4]1([CH:5]=[CH:6][C:1]([OH:8])=[CH:2][CH:3]=1)[OH:7]. Procedure: In FIG. 9, (b) is an image of a sol obtained by dissolving benzoquinone in a cucurbit[7]uril-containing solution and (a) is an image of a gel obtained through conversion of benzoquinone to hydroquinone when a voltage is applied to the sol of (b). Reactants: BrB(Br)Br, O=C([O-])[O-], ClCCl, COc1ccc2c(c1)cc1n2CC(CC2CCN(Cc3ccccc3)CC2)C1=O, [K+], [K+], O. The product is O=C1c2cc3cc(O)ccc3n2CC1CC1CCN(Cc2ccccc2)CC1. Reaction SMILES: [B:36]([Br:37])([Br:38])[Br:39].[C:30](=[O:31])([O-:32])[O-:33].[CH2:41]([Cl:42])[Cl:43].[CH3:1][O:2][c:3]1[cH:4][c:5]2[cH:6][c:7]3[n:8]([c:9]2[cH:10][cH:11]1)[CH2:12][CH:13]([CH2:16][CH:17]1[CH2:18][CH2:19][N:20]([CH2:23][c:24]2[cH:25][cH:26][cH:27][cH:28][cH:29]2)[CH2:21][CH2:22]1)[C:14]3=[O:15].[K+:34].[K+:35].[OH2:40]>>[OH:2][c:3]1[cH:4][c:5]2[cH:6][c:7]3[n:8]([c:9]2[cH:10][cH:11]1)[CH2:12][CH:13]([CH2:16][CH:17]1[CH2:18][CH2:19][N:20]([CH2:23][c:24]2[cH:25][cH:26][cH:27][cH:28][cH:29]2)[CH2:21][CH2:22]1)[C:14]3=[O:15]. The reactants are N[C@@H]1[C@@H](C[C@@H](CC1)N(C)C(C)C)CC#N (2-((1S,2S,5R)-2-amino-5-(isopropyl(methyl)amino)cyclohexyl)acetonitrile), C(C)(C)N(CC)C(C)C (diisopropylethylamine), FC(C=1C=C(C(=O)NCC(=O)O)C=CC1)(F)F (2-(3-(trifluoromethyl)benzamido)acetic acid), F[B-](F)(F)F.N1(N=NC2=C1C=CC=C2)OC(=[N+](C)C)N(C)C (2-(1H-benzotriazol-1-yl)-1,1,3,3-tetramethyluronium tetrafluoroborate). The reagents and catalysts are CO (methanol). The solvent is C(C)#N (acetonitrile). Run at time 18 hour. Yields the product C(#N)C[C@H]1[C@H](CC[C@H](C1)N(C)C(C)C)NC(CNC(C1=CC(=CC=C1)C(F)(F)F)=O)=O (N-(2-((1S,2S,4R)-2-(cyanomethyl)-4-(isopropyl(methyl)amino)cyclohexylamino)-2-oxoethyl)-3-(trifluoromethyl)benzamide). RXN SMILES: [NH2:1][C@H:2]1[CH2:7][CH2:6][C@@H:5]([N:8]([CH:10]([CH3:12])[CH3:11])[CH3:9])[CH2:4][C@H:3]1[CH2:13][C:14]#[N:15].C(N(C(C)C)CC)(C)C.[F:25][C:26]([F:41])([F:40])[C:27]1[CH:28]=[C:29]([CH:37]=[CH:38][CH:39]=1)[C:30]([NH:32][CH2:33][C:34](O)=[O:35])=[O:31].F[B-](F)(F)F.N1(OC(N(C)C)=[N+](C)C)C2C=CC=CC=2N=N1>C(#N)C.CO>[C:14]([CH2:13][C@@H:3]1[CH2:4][C@H:5]([N:8]([CH:10]([CH3:12])[CH3:11])[CH3:9])[CH2:6][CH2:7][C@@H:2]1[NH:1][C:34](=[O:35])[CH2:33][NH:32][C:30](=[O:31])[C:29]1[CH:37]=[CH:38][CH:39]=[C:27]([C:26]([F:25])([F:41])[F:40])[CH:28]=1)#[N:15] |f:3.4|. Reported procedure: To a solution of 2-((1S,2S,5R)-2-amino-5-(isopropyl(methyl)amino)cyclohexyl)acetonitrile (100 mg, 0.27 mmoles) in 2 ml of anhydrous acetonitrile were added diisopropylethylamine (0.24 ml, 1.35 mmoles), 2-(3-(trifluoromethyl)benzamido)acetic acid (66.6 mg, 0.27 mmoles) and 2-(1H-benzotriazol-1-yl)-1,1,3,3-tetramethyluronium tetrafluoroborate (95.2 mg, 0.3 mmoles, Bachem), and the mixture was stirred for 18 hours at room temperature. Then several drops of methanol was added, and it was stirred for...